This data is from the Open Reaction Database (ORD), a public repository of structured organic reaction records. The task is: describe an organic reaction: reactants, conditions, products, and yield Starting materials: COC(=O)[C@@H]1C[C@H](CN1C(=O)OCc2ccccc2)OC(=O)N3Cc4cccc(Br)c4C3, CC1(C)OB(OC1(C)C)c2cccc(c2)C3(CC3)NC(=O)OCc4ccccc4. Reagents/catalysts: CCN=P(N=P(N(C)C)(N(C)C)N(C)C)(N(C)C)N(C)C (P2-Et), CC(C)c1cc(C(C)C)c(-c2ccccc2[PH](C(C)(C)C)(C(C)(C)C)[Pd]2(OS(C)(=O)=O)Nc3ccccc3-c3ccccc32)c(C(C)C)c1 (tBuXphos G3). Solvent: CS(C)=O (DMSO), O (water), CS(C)=O (DMSO), CS(C)=O (DMSO), CS(C)=O (DMSO). Run at time 22 hour. Yields the product COC(=O)[C@@H]1C[C@H](CN1C(=O)OCc2ccccc2)OC(=O)N3Cc4cccc(c4C3)c5cccc(c5)C6(CC6)NC(=O)OCc7ccccc7, COC(=O)[C@@H]1C[C@H](CN1C(=O)OCc2ccccc2)OC(=O)N3Cc4cccc(Br)c4C3, c1ccc(-c2ccccc2)cc1. Solvent: N′N′-dimethylformamide, O (water). Reactants: [Cu]C#N (Copper (I) cyanide), C(C1=CC=CC=C1)(=O)O[C@H]1[C@@H](O[C@@H]([C@H]1OC(C1=CC=CC=C1)=O)C(=O)NCC)N1C2=NC(=NC(=C2N=C1)NCC(C1=CC=C(C=C1)Cl)C1=CC=C(C=C1)Cl)I ((2R,3R,4S,5S)-4-(benzoyloxy)-2-(6-{[2,2-bis(4-chlorophenyl)ethyl]amino}-2-iodo-9H-purin-9-yl)-5-[(ethylamino)carbonyl]tetrahydro-3-furanyl benzoate). Conditions: temperature 90 celsius, time 8 hour. Procedure details: Copper (I) cyanide was added to a solution of (2R,3R,4S,5S)-4-(benzoyloxy)-2-(6-{[2,2-bis(4-chlorophenyl)ethyl]amino}-2-iodo-9H-purin-9-yl)-5-[(ethylamino)carbonyl]tetrahydro-3-furanyl benzoate (440 mg, 0.494 mmol) (Preparation 67) in N′N′-dimethylformamide (10 ml). The reaction mixture was stirred at 90° C. overnight. The reaction mixture was poured into water (15 ml). The precipitate was filtered off and stirred in dichloromethane (50 ml) for 10 minutes. The dichloromethane was filtered, dried... As a reaction SMILES: [Cu][C:2]#[N:3].[C:4]([O:12][C@@H:13]1[C@H:17]([O:18][C:19](=[O:26])[C:20]2[CH:25]=[CH:24][CH:23]=[CH:22][CH:21]=2)[C@@H:16]([C:27]([NH:29][CH2:30][CH3:31])=[O:28])[O:15][C@H:14]1[N:32]1[CH:40]=[N:39][C:38]2[C:33]1=[N:34][C:35](I)=[N:36][C:37]=2[NH:41][CH2:42][CH:43]([C:51]1[CH:56]=[CH:55][C:54]([Cl:57])=[CH:53][CH:52]=1)[C:44]1[CH:49]=[CH:48][C:47]([Cl:50])=[CH:46][CH:45]=1)(=[O:11])[C:5]1[CH:10]=[CH:9][CH:8]=[CH:7][CH:6]=1>O>[C:4]([O:12][C@@H:13]1[C@H:17]([O:18][C:19](=[O:26])[C:20]2[CH:21]=[CH:22][CH:23]=[CH:24][CH:25]=2)[C@@H:16]([C:27]([NH:29][CH2:30][CH3:31])=[O:28])[O:15][C@H:14]1[N:32]1[CH:40]=[N:39][C:38]2[C:33]1=[N:34][C:35]([C:2]#[N:3])=[N:36][C:37]=2[NH:41][CH2:42][CH:43]([C:44]1[CH:45]=[CH:46][C:47]([Cl:50])=[CH:48][CH:49]=1)[C:51]1[CH:56]=[CH:55][C:54]([Cl:57])=[CH:53][CH:52]=1)(=[O:11])[C:5]1[CH:10]=[CH:9][CH:8]=[CH:7][CH:6]=1. The product is C(C1=CC=CC=C1)(=O)O[C@H]1[C@@H](O[C@@H]([C@H]1OC(C1=CC=CC=C1)=O)C(=O)NCC)N1C2=NC(=NC(=C2N=C1)NCC(C1=CC=C(C=C1)Cl)C1=CC=C(C=C1)Cl)C#N ((2R,3R,4S, 5S)-4-(Benzoyloxy)-2-(6-{[2,2-bis(4-chlorophenyl)ethyl]amino}-2-cyano-9H-purin-9-yl)-5-[(ethylamino)carbonyl]tetrahydro-3-furanyl benzoate). Solvent: ClCCl (dichloro-methane), O (water), ClCCl (dichloromethane). Run at time 2 day. Reported procedure: 7.00 g. (16.2 mmoles) of 1-ethyl-9-bromo-1,2,3,4,6,7-hexahydro-12H-indolo[2,3-a]quinolizin-5-ium perchlorate are dissolved in 160 ml. of dichloromethane, the solution is poured into a separatory funnel, and the mixture of 28 ml. of a 10% aqueous sodium hydroxide solution and 111 ml. of water is added. The two-phase mixture is shaken thoroughly, the organic phase is separated, dried over anhydrous potassium carbonate, and filtered. 8.90 g. (103.5 mmoles) of methyl acrylate are added to the filtra... RXN SMILES: Cl([O-])(=O)(=O)=O.[CH2:6]([CH:8]1[C:17]2[C:16]3[NH:18][C:19]4[C:24]([C:15]=3[CH2:14][CH2:13][N+:12]=2[CH2:11][CH2:10][CH2:9]1)=[CH:23][C:22]([Br:25])=[CH:21][CH:20]=4)[CH3:7].[OH-].[Na+].[C:28]([O:32][CH3:33])(=[O:31])[CH:29]=[CH2:30]>ClCCl.O>[CH3:28][O-:31].[CH2:6]([C:8]1([CH2:30][CH2:29][C:28]([O:32][CH3:33])=[O:31])[C:17]2[C:16]3=[N:18][C:19]4[C:24]([CH:15]3[CH2:14][CH2:13][N+:12]=2[CH2:11][CH2:10][CH2:9]1)=[CH:23][C:22]([Br:25])=[CH:21][CH:20]=4)[CH3:7] |f:0.1,2.3,7.8|. Starting materials: Cl(=O)(=O)(=O)[O-].C(C)C1CCC[N+]=2CCC3=C(C12)NC1=CC=C(C=C13)Br (1-ethyl-9-bromo-1,2,3,4,6,7-hexahydro-12H-indolo[2,3-a]quinolizin-5-ium perchlorate), [OH-].[Na+] (sodium hydroxide), C(C=C)(=O)OC (methyl acrylate). Yield: 64.5%. Product: C[O-].C(C)C1(CCC[N+]=2CCC3C(C12)=NC1=CC=C(C=C13)Br)CCC(=O)OC (1-ethyl-1-(2'-methoxycarbonylethyl)-9-bromo-1,2,3,4,6,7-hexahydro-7aH-indolo[2,3-a]quinolizin-5-ium methoxide).